Dataset: the Open Reaction Database (ORD), a public repository of structured organic reaction records. Task: describe an organic reaction: reactants, conditions, products, and yield The reactants are C(C)(C)(C)OC(=O)N1CCC(CC1)N1C(NC2=C1C=CC(=C2)F)=O (1-tert-butoxycarbonyl-4-(5-fluoro-2-oxo-1-benzimidazolinyl)piperidine), C([O-])([O-])=O.[Cs+].[Cs+] (cesium carbonate), FC(CI)(F)F (2,2,2-trifluoroethyl iodide), FC(CI)(F)F (2,2,2-trifluoroethyl iodide). The solvent is CN(C)C=O (DMF), CCOC(=O)C (EtOAc). Conditions: temperature 45 celsius. Yields the product C(C)(C)(C)OC(=O)N1CCC(CC1)N1C(N(C2=C1C=CC(=C2)F)CC(F)(F)F)=O (1-tert-butoxycarbonyl-4-(5-fluoro-3-(2,2,2-tri-fluoroethyl)-2-oxo-1-benzimidazolinyl)piperidine). Reaction SMILES: [C:1]([O:5][C:6]([N:8]1[CH2:13][CH2:12][CH:11]([N:14]2[C:18]3[CH:19]=[CH:20][C:21]([F:23])=[CH:22][C:17]=3[NH:16][C:15]2=[O:24])[CH2:10][CH2:9]1)=[O:7])([CH3:4])([CH3:3])[CH3:2].C(=O)([O-])[O-].[Cs+].[Cs+].[F:31][C:32]([F:36])([F:35])[CH2:33]I>CN(C=O)C.CCOC(C)=O>[C:1]([O:5][C:6]([N:8]1[CH2:13][CH2:12][CH:11]([N:14]2[C:18]3[CH:19]=[CH:20][C:21]([F:23])=[CH:22][C:17]=3[N:16]([CH2:33][C:32]([F:36])([F:35])[F:31])[C:15]2=[O:24])[CH2:10][CH2:9]1)=[O:7])([CH3:4])([CH3:2])[CH3:3] |f:1.2.3|. Reported procedure: Solid 1-tert-butoxycarbonyl-4-(5-fluoro-2-oxo-1-benzimidazolinyl)piperidine (9.7 g, 28.9 mmol.) was dissolved in anhydrous DMF (72 mL) under an inert atmosphere and cesium carbonate (10.6 g, 32.5 mmol.) was added followed by excess 2,2,2-trifluoroethyl iodide (14.3 mL, 145 mmol.). This reaction mixture was gently warmed at 40-50° C. for an extended period (1-2 days), periodically adding additional 2,2,2-trifluoroethyl iodide (4 mL, 4 mmol in four portions) to drive the alkylation to completion. ... The reactants are CN(C)C=O (DMF), BrC=1C(NC(=C(C1)Br)C)=O (3,5-Dibromo-6-methylpyridin-2(1H)-one), CI (CH3I), C(=O)([O-])[O-].[K+].[K+] (K2CO3). Solvent: O (Water). Run at time 5 hour. The product is BrC=1C(N(C(=C(C1)Br)C)C)=O (3,5-Dibromo-1,6-dimethylpyridin-2(1H)-one). The yield is 78.0%. As a reaction SMILES: [CH3:1]N(C=O)C.[Br:6][C:7]1[C:8](=[O:15])[NH:9][C:10]([CH3:14])=[C:11]([Br:13])[CH:12]=1.CI.C([O-])([O-])=O.[K+].[K+]>O>[Br:6][C:7]1[C:8](=[O:15])[N:9]([CH3:1])[C:10]([CH3:14])=[C:11]([Br:13])[CH:12]=1 |f:3.4.5|. Procedure details: A 100-mL single-neck round-bottomed flask equipped with a magnetic stirrer was charged with DMF (50 mL), 327c (10.0 g, 37.5 mmol), CH3I (5.3 g, 37.5 mmol), and K2CO3 (7.8 g, 56.2 mmol). The mixture was stirred at room temperature for 5 h. Water (100 mL) was added and the resulting white solid was collected to afford 327d (8.2 g, 78%) as a white solid. MS-ESI: [M+H]+ 280. The reactants are C(C)(=O)OCC.CCCCCC (ethyl acetate hexane), CC1(COC(OC1)C(C)[C@H]1CC[C@H]2C3=CC=C4C[C@H]([C@H]5[C@@H]([C@]4(C)[C@H]3CC[C@]12C)O5)O)C (20-(5,5-dimethyl- 1,3-dioxan-2-yl)-1α,2α-epoxypregna-5,7-dien-3β-ol), [H-].[Al+3].[Li+].[H-].[H-].[H-] (lithium aluminum hydride), [H-].[Al+3].[Li+].[H-].[H-].[H-] (lithium aluminum hydride), O (water). The solvent is O1CCCC1 (tetrahydrofuran), O1CCCC1 (tetrahydrofuran). Conditions: temperature 60 celsius, time 30 minute. Yields the product CC1(COC(OC1)C(C)[C@H]1CC[C@H]2C3=CC=C4C[C@H](C[C@@H]([C@]4(C)[C@H]3CC[C@]12C)O)O)C (20-(5,5-dimethyl-1,3-dioxan-2-yl)pregna-5,7-diene-1α,3β-diol). Isolated yield 78.5%. Reaction SMILES: [H-].[Al+3].[Li+].[H-].[H-].[H-].[CH3:7][C:8]1([CH3:37])[CH2:13][O:12][CH:11]([CH:14]([C@@H:16]2[C@:33]3([CH3:34])[C@H:19]([C:20]4[C@H:30]([CH2:31][CH2:32]3)[C@:28]3([CH3:29])[C:23]([CH2:24][C@@H:25]([OH:36])[C@@H:26]5[O:35][C@@H:27]53)=[CH:22][CH:21]=4)[CH2:18][CH2:17]2)[CH3:15])[O:10][CH2:9]1.O.C(OCC)(=O)C.CCCCCC>O1CCCC1>[CH3:37][C:8]1([CH3:7])[CH2:9][O:10][CH:11]([CH:14]([C@@H:16]2[C@:33]3([CH3:34])[C@H:19]([C:20]4[C@H:30]([CH2:31][CH2:32]3)[C@:28]3([CH3:29])[C:23]([CH2:24][C@@H:25]([OH:36])[CH2:26][C@@H:27]3[OH:35])=[CH:22][CH:21]=4)[CH2:18][CH2:17]2)[CH3:15])[O:12][CH2:13]1 |f:0.1.2.3.4.5,8.9|. Procedure details: To a suspension of 4 mg (0.1 mmole) of lithium aluminum hydride in 4 ml of dry tetrahydrofuran was added a solution of 3.8 mg (0.00887 mmole) of 20-(5,5-dimethyl- 1,3-dioxan-2-yl)-1α,2α-epoxypregna-5,7-dien-3β-ol in 2 ml of dry tetrahydrofuran at a temperature of 60° C. and the mixture was stirred at 60° C. for 30 minutes. To the reaction mixture was added water to decompose the excess lithium aluminum hydride and the tetrahydrofuran was distilled off under reduced pressure at a temperature not ... The reactants are COc1ccc(C(=O)O)cc1, CC(C)=O, Cc1cccc(C)c1Oc1ccc2ccc(N)nc2n1, O. The product is COc1ccc(C(=O)Nc2ccc3ccc(Oc4c(C)cccc4C)nc3n2)cc1. As a reaction SMILES: [CH3:1][O:2][c:3]1[cH:4][cH:5][c:6]([C:9]([OH:10])=[O:11])[cH:7][cH:8]1.[CH3:33][C:34](=[O:35])[CH3:36].[NH2:12][c:13]1[n:14][c:15]2[n:16][c:17]([O:23][c:24]3[c:25]([CH3:31])[cH:26][cH:27][cH:28][c:29]3[CH3:30])[cH:18][cH:19][c:20]2[cH:21][cH:22]1.[OH2:32]>>[CH3:1][O:2][c:3]1[cH:4][cH:5][c:6]([C:9](=[O:11])[NH:12][c:13]2[n:14][c:15]3[n:16][c:17]([O:23][c:24]4[c:25]([CH3:31])[cH:26][cH:27][cH:28][c:29]4[CH3:30])[cH:18][cH:19][c:20]3[cH:21][cH:22]2)[cH:7][cH:8]1. Product: O=C(Nc1cnc(-c2cc3c(cc2Cl)OC(F)(F)O3)cn1)c1c(F)cccc1F. Starting materials: CN(C)c1ccncc1, CO, CCN(C(C)C)C(C)C, Nc1cnc(-c2cc3c(cc2Cl)OC(F)(F)O3)cn1, ClCCl, O=C(Cl)c1c(F)cccc1F, [Li+], C1CCOC1, [OH-]. RXN SMILES: [CH3:40][N:41]([c:42]1[cH:43][cH:44][n:45][cH:46][cH:47]1)[CH3:48].[CH3:57][OH:58].[CH:31]([N:32]([CH2:33][CH3:34])[CH:35]([CH3:36])[CH3:37])([CH3:38])[CH3:39].[Cl:12][c:13]1[c:14](-[c:24]2[n:25][cH:26][c:27]([NH2:30])[n:28][cH:29]2)[cH:15][c:16]2[c:17]([cH:23]1)[O:18][C:19]([F:21])([F:22])[O:20]2.[Cl:49][CH2:50][Cl:51].[F:1][c:2]1[c:3]([C:4](=[O:5])[Cl:6])[c:7]([F:11])[cH:8][cH:9][cH:10]1.[Li+:59].[O:52]1[CH2:53][CH2:54][CH2:55][CH2:56]1.[OH-:60]>>[F:1][c:2]1[c:3]([C:4](=[O:5])[NH:30][c:27]2[cH:26][n:25][c:24](-[c:14]3[c:13]([Cl:12])[cH:23][c:17]4[c:16]([cH:15]3)[O:20][C:19]([F:21])([F:22])[O:18]4)[cH:29][n:28]2)[c:7]([F:11])[cH:8][cH:9][cH:10]1. Reactants: B, CSC, C=Cc1ccc(N)cc1C(F)(F)F, [Na+], C1CCOC1, [OH-], OO. Product: Nc1ccc(CCO)c(C(F)(F)F)c1. RXN SMILES: [BH3:17].[CH3:14][S:15][CH3:16].[F:1][C:2]([c:3]1[cH:4][c:5]([NH2:6])[cH:7][cH:8][c:9]1[CH:10]=[CH2:11])([F:12])[F:13].[Na+:19].[O:22]1[CH2:23][CH2:24][CH2:25][CH2:26]1.[OH-:18].[OH:20][OH:21]>>[F:1][C:2]([c:3]1[cH:4][c:5]([NH2:6])[cH:7][cH:8][c:9]1[CH2:10][CH2:11][OH:18])([F:12])[F:13]. Starting materials: Cl (hydrochloric acid), OC1=NC=C(C2=C(C=CC=C12)N[C@@H]1CC[C@H](CC1)NC(=O)OC(C)(C)C)C (trans-N-(1-hydroxy-4-methyl-5-isoquinolyl)-N′-(tert-butoxycarbonyl)-1,4-cyclohexanediamine). Product: Cl.OC1=NC=C(C2=C(C=CC=C12)N[C@@H]1CC[C@H](CC1)N)C (trans-N-(1-hydroxy-4-methyl-5-isoquinolyl)-1,4-cyclohexanediamine hydrochloride). Reaction SMILES: [ClH:1].[OH:2][C:3]1[C:12]2[C:7](=[C:8]([NH:13][C@H:14]3[CH2:19][CH2:18][C@H:17]([NH:20]C(OC(C)(C)C)=O)[CH2:16][CH2:15]3)[CH:9]=[CH:10][CH:11]=2)[C:6]([CH3:28])=[CH:5][N:4]=1>>[ClH:1].[OH:2][C:3]1[C:12]2[C:7](=[C:8]([NH:13][C@H:14]3[CH2:15][CH2:16][C@H:17]([NH2:20])[CH2:18][CH2:19]3)[CH:9]=[CH:10][CH:11]=2)[C:6]([CH3:28])=[CH:5][N:4]=1 |f:2.3|. Procedure details: According to the method of Step A of this example, deprotection with concentrated hydrochloric acid was performed by using Intermediate 140 to obtain the title compound. The reactants are NC1=C(C=C(C=C1)CC1=CC=CC=C1)S[C@H]([C@H](C(=O)O)O)C1=CC=C(C=C1)OC ((2S, 3S)-3-(2-amino-5- benzylphenyl)thio-2-hydroxy-3-(4-methoxyphenyl)propionic acid). The solvent is C=1(C(=CC=CC1)C)C (xylene). The product is C(C1=CC=CC=C1)C1=CC2=C(NC([C@@H]([C@@H](S2)C2=CC=C(C=C2)OC)O)=O)C=C1 ((2S, 3S)-8-benzyl-2,3-dihydro-3-hydroxy-2-(4- methoxyphenyl)-1,5-benzothiazepin-4(5H)-one). Isolated yield 90.4%. As a reaction SMILES: [NH2:1][C:2]1[CH:7]=[CH:6][C:5]([CH2:8][C:9]2[CH:14]=[CH:13][CH:12]=[CH:11][CH:10]=2)=[CH:4][C:3]=1[S:15][C@@H:16]([C:22]1[CH:27]=[CH:26][C:25]([O:28][CH3:29])=[CH:24][CH:23]=1)[C@@H:17]([OH:21])[C:18](O)=[O:19]>C1(C)C(C)=CC=CC=1>[CH2:8]([C:5]1[CH:6]=[CH:7][C:2]2[NH:1][C:18](=[O:19])[C@H:17]([OH:21])[C@H:16]([C:22]3[CH:23]=[CH:24][C:25]([O:28][CH3:29])=[CH:26][CH:27]=3)[S:15][C:3]=2[CH:4]=1)[C:9]1[CH:10]=[CH:11][CH:12]=[CH:13][CH:14]=1. Reported procedure: A solution of 6.71 g of (2S, 3S)-3-(2-amino-5- benzylphenyl)thio-2-hydroxy-3-(4-methoxyphenyl)propionic acid [prepared as described in step (b) above] dissolved in 400 ml of xylene was heated under reflux for 8 hours whilst stirring. At the end of this time, the mixture was cooled to room temperature and the crystals which precipitated were collected by filtration and washed with xylene and hexane to give 5.8 g of the title compound, melting at 200-202° C. (with decomposition).